Dataset: the Open Reaction Database (ORD), a public repository of structured organic reaction records. Task: describe an organic reaction: reactants, conditions, products, and yield Reactants: CCOCC, ClP(Cl)(Cl)(Cl)Cl, O=C1NS(=O)(=O)c2ccccc21. Product: O=S1(=O)N=C(Cl)c2ccccc21. RXN SMILES: [CH3:19][CH2:20][O:21][CH2:22][CH3:23].[Cl:13][P:14]([Cl:15])([Cl:16])([Cl:17])[Cl:18].[O:1]=[C:2]1[NH:3][S:4](=[O:5])(=[O:6])[c:7]2[cH:8][cH:9][cH:10][cH:11][c:12]21>>[C:2]1([Cl:13])=[N:3][S:4](=[O:5])(=[O:6])[c:7]2[cH:8][cH:9][cH:10][cH:11][c:12]21. Reactants: CCC(C(=O)OC(C)(C)C)n1c(=O)n(C(=O)OC(C)(C)C)c2ccc(C#N)cc21, ClCCl. The product is CCC(C(=O)OC(C)(C)C)n1c(=O)[nH]c2ccc(C#N)cc21. Reaction SMILES: [C:1]([O:2][C:3](=[O:4])[n:8]1[c:9](=[O:29])[n:10]([CH:19]([CH2:20][CH3:21])[C:22](=[O:23])[O:24][C:25]([CH3:26])([CH3:27])[CH3:28])[c:11]2[c:12]1[cH:13][cH:14][c:15]([C:17]#[N:18])[cH:16]2)([CH3:5])([CH3:6])[CH3:7].[Cl:30][CH2:31][Cl:32]>>[nH:8]1[c:9](=[O:29])[n:10]([CH:19]([CH2:20][CH3:21])[C:22](=[O:23])[O:24][C:25]([CH3:26])([CH3:27])[CH3:28])[c:11]2[c:12]1[cH:13][cH:14][c:15]([C:17]#[N:18])[cH:16]2. The reactants are CCNC(=O)Nc1cc(-c2nc(C(F)(F)F)cs2)c(-c2ccc3c(c2)c(=O)c(C(=O)OCC)cn3C(CO)C(C)(C)C)cn1, CO, Cl, [Li+], C1CCOC1, [OH-], O. Product: CCNC(=O)Nc1cc(-c2nc(C(F)(F)F)cs2)c(-c2ccc3c(c2)c(=O)c(C(=O)O)cn3C(CO)C(C)(C)C)cn1. RXN SMILES: [CH2:1]([CH3:2])[NH:3][C:4]([NH:5][c:6]1[cH:7][c:8](-[c:35]2[s:36][cH:37][c:38]([C:40]([F:41])([F:42])[F:43])[n:39]2)[c:9](-[c:12]2[cH:13][c:14]3[c:15](=[O:34])[c:16]([C:29](=[O:30])[O:31][CH2:32][CH3:33])[cH:17][n:18]([CH:22]([CH2:23][OH:24])[C:25]([CH3:26])([CH3:27])[CH3:28])[c:19]3[cH:20][cH:21]2)[cH:10][n:11]1)=[O:44].[CH3:53][OH:54].[ClH:47].[Li+:45].[O:48]1[CH2:49][CH2:50][CH2:51][CH2:52]1.[OH-:46].[OH2:55]>>[CH2:1]([CH3:2])[NH:3][C:4]([NH:5][c:6]1[cH:7][c:8](-[c:35]2[s:36][cH:37][c:38]([C:40]([F:41])([F:42])[F:43])[n:39]2)[c:9](-[c:12]2[cH:13][c:14]3[c:15](=[O:34])[c:16]([C:29](=[O:30])[OH:31])[cH:17][n:18]([CH:22]([CH2:23][OH:24])[C:25]([CH3:26])([CH3:27])[CH3:28])[c:19]3[cH:20][cH:21]2)[cH:10][n:11]1)=[O:44].